This data is from the Open Reaction Database (ORD), a public repository of structured organic reaction records. The task is: describe an organic reaction: reactants, conditions, products, and yield The reactants are C(C)(=O)OC(C)=O (acetic anhydride), C(=O)(O)C1NC(SC1)C1=C(C=CC=C1)OCCO[N+](=O)[O-] (4-Carboxy-2-[2-(2-nitroxyethoxy)phenyl]thiazolidine), C([O-])([O-])=O.[K+].[K+] (potassium carbonate), C([O-])([O-])=O.[K+].[K+] (potassium carbonate), C(C)(=O)OC(C)=O (acetic anhydride), C([O-])([O-])=O.[K+].[K+] (potassium carbonate), C(C)(=O)OC(C)=O (acetic anhydride). The solvent is C1CCOC1 (THF), O (H2O). Conditions: time 1 hour. Product: C(C)(=O)N1C(SCC1C(=O)O)C1=C(C=CC=C1)OCCO[N+](=O)[O-] (N-acetyl-4-carboxy-2-[2-(2-nitroxyethoxy)phenyl]thiazolidine). Isolated yield 60.0%. RXN SMILES: [C:1](OC(=O)C)(=[O:3])[CH3:2].[C:8]([CH:11]1[CH2:15][S:14][CH:13]([C:16]2[CH:21]=[CH:20][CH:19]=[CH:18][C:17]=2[O:22][CH2:23][CH2:24][O:25][N+:26]([O-:28])=[O:27])[NH:12]1)([OH:10])=[O:9].C(=O)([O-])[O-].[K+].[K+]>C1COCC1.O>[C:1]([N:12]1[CH:11]([C:8]([OH:10])=[O:9])[CH2:15][S:14][CH:13]1[C:16]1[CH:21]=[CH:20][CH:19]=[CH:18][C:17]=1[O:22][CH2:23][CH2:24][O:25][N+:26]([O-:28])=[O:27])(=[O:3])[CH3:2] |f:2.3.4|. Procedure: A solution of 0.9 ml of acetic anhydride in THF was added slowly at 0° C. to a solution of 2 g of the compound from Example XVI and 2.1 g of potassium carbonate in H2O. The resulting solution was stirred for 1 hour, after which 1.0 g of potassium carbonate was added to the reaction mixture, followed by the addition of 1 ml of acetic anhydride. The reaction mixture was stirred for one and a half hours, after which a further 1.0 g of potassium carbonate and 1 ml of acetic anhydride were added. Aft... Starting materials: ClC1=CC=C2C(=CC=NC2=C1)N1C(CC2=CC=CC=C12)C (7-chloro-4-(2-methylindolin-1-yl)quinoline). The reagents and catalysts are [Pd] (palladium on charcoal). Run in C1(=CC=CC=C1)OC1=CC=CC=C1 (diphenyl ether). Product: CC=1N(C2=CC=CC=C2C1)C1=CC=NC2=CC=CC=C12 (4-(2-methylindol-1-yl)quinoline). Reaction SMILES: Cl[C:2]1[CH:11]=[C:10]2[C:5]([C:6]([N:12]3[C:20]4[C:15](=[CH:16][CH:17]=[CH:18][CH:19]=4)[CH2:14][CH:13]3[CH3:21])=[CH:7][CH:8]=[N:9]2)=[CH:4][CH:3]=1>C1(OC2C=CC=CC=2)C=CC=CC=1.[Pd]>[CH3:21][C:13]1[N:12]([C:6]2[C:5]3[C:10](=[CH:11][CH:2]=[CH:3][CH:4]=3)[N:9]=[CH:8][CH:7]=2)[C:20]2[C:15]([CH:14]=1)=[CH:16][CH:17]=[CH:18][CH:19]=2. Procedure details: A solution of 7-chloro-4-(2-methylindolin-1-yl)quinoline (17g.) in diphenyl ether (50ml.) containing 10% w/w palladium on charcoal catalyst (6.5g.) was heated under reflux for 3 hours. The mixture was cooled and filtered, and the solid residue was extracted with hot chloroform (3 × 50ml.; ca 60° C.). The chloroform was evaporated in vacuo from the extract. The residue was chromatographed on a column of chromatographic silica gel (column dimensions: 20 × 3.5cm.) using a 1:3 v/v mixture of diethyl... Reactants: C(\C=C\CCCCCCC)(=O)O (trans-2-decenoic acid), CN(CCOCCO)C (2-(2-(dimethylamino)ethoxy)ethanol). Product: C(\C=C\CCCCCCC)(=O)OCCOCCN(C)C ((E)-2-(2-(dimethylamino)ethoxy)ethyl dec-2-enoate). Reaction SMILES: [C:1]([OH:12])(=[O:11])/[CH:2]=[CH:3]/[CH2:4][CH2:5][CH2:6][CH2:7][CH2:8][CH2:9][CH3:10].[CH3:13][N:14]([CH3:21])[CH2:15][CH2:16][O:17][CH2:18][CH2:19]O>>[C:1]([O:12][CH2:19][CH2:18][O:17][CH2:16][CH2:15][N:14]([CH3:21])[CH3:13])(=[O:11])/[CH:2]=[CH:3]/[CH2:4][CH2:5][CH2:6][CH2:7][CH2:8][CH2:9][CH3:10]. Procedure details: The same operation as in Example 1-1 or 1-2 was carried out using trans-2-decenoic acid and 2-(2-(dimethylamino)ethoxy)ethanol as starting materials to give the aimed compound. Starting materials: C#C[Mg+], C1CCOC1, CCOCC(=O)COCC, CC(=O)OC(C)=O, [Cl-], [Cl-], [NH4+]. The product is C#CC(COCC)(COCC)OC(C)=O. As a reaction SMILES: [C:2](#[CH:3])[Mg+:4].[CH2:24]1[O:25][CH2:26][CH2:27][CH2:28]1.[CH2:5]([CH3:6])[O:7][CH2:8][C:9](=[O:10])[CH2:11][O:12][CH2:13][CH3:14].[CH3:15][C:16](=[O:17])[O:18][C:19](=[O:20])[CH3:21].[Cl-:1].[Cl-:22].[NH4+:23]>>[C:2](#[CH:3])[C:9]([CH2:8][O:7][CH2:5][CH3:6])([O:10][C:16]([CH3:15])=[O:17])[CH2:11][O:12][CH2:13][CH3:14]. Starting materials: c1ccccc1CCC(O)C, O=S(C1=CC=CC=N1)(F)=O (2-pyridinesulfonyl fluoride). Reagents/catalysts: N\2=C1\N(CCCCC1)CCC/2 (DBU). Run in C1CCCO1 (THF), C1CCCO1 (THF). Reaction conditions: time 48 hour. Yields the product c1ccccc1CCC(F)C. Isolated yield 57.0%. Reactants: O1CCN(CC1)C=1C=C(C=CC1)NC(OC(C)(C)C)=O (tert-butyl (3-morpholinophenyl)carbamate), Cl (HCl). Yields the product O1CCN(CC1)C=1C=C(N)C=CC1 (3-morpholinoaniline). Yield: 90.5%. Reaction SMILES: [O:1]1[CH2:6][CH2:5][N:4]([C:7]2[CH:8]=[C:9]([NH:13]C(=O)OC(C)(C)C)[CH:10]=[CH:11][CH:12]=2)[CH2:3][CH2:2]1.Cl>>[O:1]1[CH2:2][CH2:3][N:4]([C:7]2[CH:8]=[C:9]([CH:10]=[CH:11][CH:12]=2)[NH2:13])[CH2:5][CH2:6]1. Procedure: A solution of tert-butyl (3-morpholinophenyl)carbamate (5.91 g, 21.20 mmol) in a solution of HCl (106 mL, 106.0 mmol, 1 M in MeOH) was stirred at rt overnight, then concentrated in vacuo. The residue was dissolved in water (100 mL). The soltution was basified with saturated Na2CO3 aqueous solution and extracted with CH2Cl2 (100 mL×3). The combined organic phases were washed with brine (150 mL), dried over anhydrous Na2SO4 and concentrated in vacuo to give the title compound as a light brown soli... Starting materials: C(C)(C)(C)OC(=O)C1=NC=C(C=C1C)Br (5-bromo-3-methyl-pyridine-2-carboxylic acid tert-butyl ester), C(C)(C)(C)P(C(C)(C)C)C(C)(C)C (tri-tert-butylphosphine), CN(C)C=O (DMF). The reagents and catalysts are [Zn] (Zn), C=1C=CC(=CC1)/C=C/C(=O)/C=C/C2=CC=CC=C2.C=1C=CC(=CC1)/C=C/C(=O)/C=C/C2=CC=CC=C2.C=1C=CC(=CC1)/C=C/C(=O)/C=C/C2=CC=CC=C2.[Pd].[Pd] (Pd2(dba)3), [C-]#N.[C-]#N.[Zn+2] (Zn(CN)2). Reaction conditions: temperature 69 celsius, time 1 hour. The product is C(C)(C)(C)OC(=O)C1=NC=C(C=C1C)C#N (5-Cyano-3-methylpyridine-2-carboxylic acid tert-butyl ester). RXN SMILES: [C:1]([O:5][C:6]([C:8]1[C:13]([CH3:14])=[CH:12][C:11](Br)=[CH:10][N:9]=1)=[O:7])([CH3:4])([CH3:3])[CH3:2].C(P(C(C)(C)C)C(C)(C)C)(C)(C)C.[CH3:29][N:30](C=O)C>[Zn].C1C=CC(/C=C/C(/C=C/C2C=CC=CC=2)=O)=CC=1.C1C=CC(/C=C/C(/C=C/C2C=CC=CC=2)=O)=CC=1.C1C=CC(/C=C/C(/C=C/C2C=CC=CC=2)=O)=CC=1.[Pd].[Pd].[C-]#N.[C-]#N.[Zn+2]>[C:1]([O:5][C:6]([C:8]1[C:13]([CH3:14])=[CH:12][C:11]([C:29]#[N:30])=[CH:10][N:9]=1)=[O:7])([CH3:4])([CH3:3])[CH3:2] |f:4.5.6.7.8,9.10.11|. Reported procedure: To a solution of 5-bromo-3-methyl-pyridine-2-carboxylic acid tert-butyl ester (48 g, 176 mmol) in DMF (253 mL) under N2 atmosphere was sequentially added Zn powder (1.15 g, 17.6 mmol), Pd2(dba)3 (4.04 g, 4.4 mmol), tri-tert-butylphosphine (214 g, 10.6 mmol, 10 wt % in n-hexane). The mixture was then heated to 50˜60° C. with stirring, at this point, Zn(CN)2 (14.5 g, 123.5 mmol) was added to the mixture in one portion. The reaction mixture was then heated at 69° C. with stirring. After 1 h, the re...